This data is from the Open Reaction Database (ORD), a public repository of structured organic reaction records. The task is: describe an organic reaction: reactants, conditions, products, and yield Reactants: O=C(O)C1C(=O)NC(c2ccccc2)C1c1ccc(Cl)cc1, O=C=O, CCCCCC, Cc1ccccc1C. Product: O=C1CC(c2ccc(Cl)cc2)C(c2ccccc2)N1. Reaction SMILES: [C:1]([OH:2])(=[O:3])[CH:4]1[C:5](=[O:22])[NH:6][CH:7]([c:16]2[cH:17][cH:18][cH:19][cH:20][cH:21]2)[CH:8]1[c:9]1[cH:10][cH:11][c:12]([Cl:15])[cH:13][cH:14]1.[C:31](=[O:32])=[O:33].[CH3:34][CH2:35][CH2:36][CH2:37][CH2:38][CH3:39].[c:23]1([CH3:24])[c:25]([CH3:26])[cH:27][cH:28][cH:29][cH:30]1>>[CH2:4]1[C:5](=[O:22])[NH:6][CH:7]([c:16]2[cH:17][cH:18][cH:19][cH:20][cH:21]2)[CH:8]1[c:9]1[cH:10][cH:11][c:12]([Cl:15])[cH:13][cH:14]1. Reactants: CC1=NC=CC=C1C#N (2-methyl-3-cyanopyridine), DMF acetal, CN(C)C=O (DMF). Product: CN(C=CC1=NC=CC=C1C#N)C (N,N-dimethyl-2-(3-cyano-2-pyridyl) ethenamine). Reaction SMILES: [CH3:1][C:2]1[C:7]([C:8]#[N:9])=[CH:6][CH:5]=[CH:4][N:3]=1.[CH3:10][N:11]([CH:13]=O)[CH3:12]>>[CH3:10][N:11]([CH3:13])[CH:12]=[CH:1][C:2]1[C:7]([C:8]#[N:9])=[CH:6][CH:5]=[CH:4][N:3]=1. Procedure: N,N-dimethyl-2-(3-cyano-2-pyridyl)ethenamine was prepared using the procedure of 4 A from 2-methyl-3-cyanopyridine (9.0 g, 0.076 m), DMF acetal (11.0 g, 0.092 m) and DMF (50 mL) yielding N,N-dimethyl-2-(3-cyano-2-pyridyl) ethenamine b.p.=133°-135° (0.3 mm), m.p.=49°-50° after sublimation at 50° (0.3 mm). The reactants are CC1=NC=C(C=O)C=C1 (6-methylnicotinaldehyde), NO (hydroxylamine). Solvent: CO (MeOH). Run at time 2 hour. The product is CC1=NC=C(C=NO)C=C1 (6-methylnicotinaldehyde oxime). Yield: 93.7%. RXN SMILES: [CH3:1][C:2]1[CH:9]=[CH:8][C:5]([CH:6]=O)=[CH:4][N:3]=1.[NH2:10][OH:11]>CO>[CH3:1][C:2]1[CH:9]=[CH:8][C:5]([CH:6]=[N:10][OH:11])=[CH:4][N:3]=1. Reported procedure: To a solution of 6-methylnicotinaldehyde (1.67 g, 13.79 mmol) in 27.6 mL MeOH, hydroxylamine (50% weight in water, 0.87 mL, 14.2 mmol) was added. The reaction mixture was stirred at room temperature for 2 h and then at 40° C. for an additional 2 h. The reaction mixture was concentrated to obtain 1.76 g (94%) of the title compound as a light brown solid. HPLC: retention time=0.20 min. The reactants are C(C)OC(=O)N1CCN(CC1)C1=NC(=NC2=C1OCC(N2)=O)C (4-(4-Ethoxycarbonyl-1-piperazinyl)-2-methyl-6,7-dihydro-8H-pyrimido[5,4-b][1,4]oxazin-7-one), C([O-])([O-])=O.[K+].[K+] (potassium carbonate), ClCC(=O)N (chloroacetamide). Run in C(C)C(=O)C (methyl ethyl ketone). Reaction conditions: time 8 hour. The product is NC(=O)CN1C2=C(OCC1=O)C(=NC(=N2)C)N2CCN(CC2)C(=O)OCC (8-aminocarbonylmethyl-4-(4-ethoxycarbonyl-1-piperazinyl)-2-methyl-6,7-dihydro-8H-pyrimido[5,4-b][1,4]oxazin-7-one). Yield: 57.5%. Reaction SMILES: [CH2:1]([O:3][C:4]([N:6]1[CH2:11][CH2:10][N:9]([C:12]2[C:17]3[O:18][CH2:19][C:20](=[O:22])[NH:21][C:16]=3[N:15]=[C:14]([CH3:23])[N:13]=2)[CH2:8][CH2:7]1)=[O:5])[CH3:2].C(=O)([O-])[O-].[K+].[K+].Cl[CH2:31][C:32]([NH2:34])=[O:33]>C(C(C)=O)C>[NH2:34][C:32]([CH2:31][N:21]1[C:20](=[O:22])[CH2:19][O:18][C:17]2[C:12]([N:9]3[CH2:10][CH2:11][N:6]([C:4]([O:3][CH2:1][CH3:2])=[O:5])[CH2:7][CH2:8]3)=[N:13][C:14]([CH3:23])=[N:15][C:16]1=2)=[O:33] |f:1.2.3|. Procedure: A suspension containing 0.96 g of 4-(4-ethoxycarbonyl-1-piperazinyl)-2-methyl-6,7-dihydro-8H-pyrimido[5,4-b][1,4]oxazin-7-one (Example 1), 25 ml of methyl ethyl ketone, 0.5 g of anhydrous potassium carbonate and 0.31 g of chloroacetamide is boiled under stirring for 8 hours, filtered as hot, washed with methyl ethyl ketone and this filtrate is set aside. The precipitate is washed with water, then with ether and dried to give 0.65 g of the product, m.p.: 225°-227° C. The reactants are CCc1ccc(-c2c(-c3ccccc3F)oc3ncnc(OC(C)CCCCC(=O)OC(C)(C)C)c23)cc1, Cl, C1COCCO1. Product: CCc1ccc(-c2c(-c3ccccc3F)oc3ncnc(OC(C)CCCCC(=O)O)c23)cc1. As a reaction SMILES: [C:1]([CH3:2])([CH3:3])([CH3:4])[O:5][C:6]([CH2:7][CH2:8][CH2:9][CH2:10][CH:11]([CH3:12])[O:13][c:14]1[c:15]2[c:16]([n:17][cH:18][n:19]1)[o:20][c:21](-[c:31]1[c:32]([F:37])[cH:33][cH:34][cH:35][cH:36]1)[c:22]2-[c:23]1[cH:24][cH:25][c:26]([CH2:29][CH3:30])[cH:27][cH:28]1)=[O:38].[ClH:39].[O:40]1[CH2:41][CH2:42][O:43][CH2:44][CH2:45]1>>[O:5]=[C:6]([CH2:7][CH2:8][CH2:9][CH2:10][CH:11]([CH3:12])[O:13][c:14]1[c:15]2[c:16]([n:17][cH:18][n:19]1)[o:20][c:21](-[c:31]1[c:32]([F:37])[cH:33][cH:34][cH:35][cH:36]1)[c:22]2-[c:23]1[cH:24][cH:25][c:26]([CH2:29][CH3:30])[cH:27][cH:28]1)[OH:38]. As a reaction SMILES: [CH3:1][N:2]1[CH2:7][CH2:6][CH:5]([CH2:8]O)[CH2:4][CH2:3]1.[H-].[Na+].F[C:13]1[C:14]([O:26][CH3:27])=[CH:15][C:16]([N+:23]([O-:25])=[O:24])=[C:17]([NH:19][C:20](=[O:22])[CH3:21])[CH:18]=1.C1C[O:31]CC1>>[CH3:27][O:26][C:14]1[C:13]([O:31][CH2:1][N:2]2[CH2:3][CH2:4][CH:5]([CH3:8])[CH2:6][CH2:7]2)=[CH:18][C:17]([NH:19][C:20](=[O:22])[CH3:21])=[C:16]([N+:23]([O-:25])=[O:24])[CH:15]=1 |f:1.2|. Reactants: C1CCOC1 (THF), [H-].[Na+] (NaH), CN1CCC(CC1)CO (1-methyl-4-piperidinemethanol), C1CCOC1 (THF), FC=1C(=CC(=C(C1)NC(C)=O)[N+](=O)[O-])OC (N-(5-Fluoro-4-methoxy-2-nitro-phenyl)-acetamide). Reaction conditions: time 30 minute. Product: COC1=CC(=C(C=C1OCN1CCC(CC1)C)NC(C)=O)[N+](=O)[O-] (N-[4-methoxy-5-(4-methyl-piperidin-1-ylmethoxy)-2-nitro-phenyl]-acetamide). Procedure details: To a solution of 1-methyl-4-piperidinemethanol (0.566 g, 4.3 mmol) in THF (25 ml) at 0° C. was added, portion wise, 60% NaH (0.63 g, 15.48 mmol) and the mixture stirred for 15 mins. N-(5-Fluoro-4-methoxy-2-nitro-phenyl)-acetamide [U.S. Pat. No. 4,431,807] (1 g, 4.38 mmol) in THF (40 ml) was added to reaction, which was stirred at RT for 30 mins followed by heating at 50° C. for 1 hour. The reaction was quenched with water and then extracted with EtOAc twice, the organic portion was washed with b...